This data is from the Open Reaction Database (ORD), a public repository of structured organic reaction records. The task is: describe an organic reaction: reactants, conditions, products, and yield Reactants: ClC1=C(C=C(C=N1)NCC1=CC=C(C=C1)OC)C(F)(F)F (6-chloro-N-(4-methoxybenzyl)-5-(trifluoromethyl)pyridin-3-amine), ClC1=C(C=C(C=N1)NCC1=CC=C(C=C1)OC)C(F)(F)F (6-chloro-N-(4-methoxybenzyl)-5-(trifluoromethyl)pyridin-3-amine), C(C)B(C=1C=NC=CC1)CC (3-(diethylboryl)pyridine), [O-]P(=O)([O-])[O-].[K+].[K+].[K+] (K3PO4). Reagents/catalysts: C=1C=CC(=CC1)/C=C/C(=O)/C=C/C2=CC=CC=C2.C=1C=CC(=CC1)/C=C/C(=O)/C=C/C2=CC=CC=C2.C=1C=CC(=CC1)/C=C/C(=O)/C=C/C2=CC=CC=C2.[Pd].[Pd] (Pd2(dba)3), CC1(C2=C(C(=CC=C2)P(C3=CC=CC=C3)C4=CC=CC=C4)OC5=C(C=CC=C51)P(C6=CC=CC=C6)C7=CC=CC=C7)C (Xantphos). Run in O1CCOCC1 (1,4-dioxane). Run at temperature 105 celsius. Yields the product COC1=CC=C(CNC=2C=C(C(=NC2)C=2C=NC=CC2)C(F)(F)F)C=C1 (N-(4-methoxybenzyl)-3-(trifluoromethyl)-[2,3′-bipyridin]-5-amine). Yield: 73.2%. As a reaction SMILES: Cl[C:2]1[N:7]=[CH:6][C:5]([NH:8][CH2:9][C:10]2[CH:15]=[CH:14][C:13]([O:16][CH3:17])=[CH:12][CH:11]=2)=[CH:4][C:3]=1[C:18]([F:21])([F:20])[F:19].C(B(CC)[C:25]1[CH:26]=[N:27][CH:28]=[CH:29][CH:30]=1)C.[O-]P([O-])([O-])=O.[K+].[K+].[K+]>O1CCOCC1.C1C=CC(/C=C/C(/C=C/C2C=CC=CC=2)=O)=CC=1.C1C=CC(/C=C/C(/C=C/C2C=CC=CC=2)=O)=CC=1.C1C=CC(/C=C/C(/C=C/C2C=CC=CC=2)=O)=CC=1.[Pd].[Pd].CC1(C)C2C(=C(P(C3C=CC=CC=3)C3C=CC=CC=3)C=CC=2)OC2C(P(C3C=CC=CC=3)C3C=CC=CC=3)=CC=CC1=2>[CH3:17][O:16][C:13]1[CH:14]=[CH:15][C:10]([CH2:9][NH:8][C:5]2[CH:4]=[C:3]([C:18]([F:21])([F:20])[F:19])[C:2]([C:25]3[CH:26]=[N:27][CH:28]=[CH:29][CH:30]=3)=[N:7][CH:6]=2)=[CH:11][CH:12]=1 |f:2.3.4.5,7.8.9.10.11|. Procedure: To a solution of 6-chloro-N-(4-methoxybenzyl)-5-(trifluoromethyl)pyridin-3-amine (Intermediate 1, Step 3, 1.2 g, 3.8 mmol) and 3-(diethylboryl)pyridine (0.613 g, 4.17 mmol) in 1,4-dioxane (100 mL) was added K3PO4(2.52 g, 9.48 mmol). The mixture was degassed then flushed with nitrogen before Pd2(dba)3 (173 mg, 0.02 mmol) and Xantphos (0.218 mg, 0.04 mmol) were added. The mixture was heated at 105° C. overnight. The reaction mixture was cooled to room temperature and filtered. The filtrate was con... The reactants are O=C([O-])O, O=C(C=Cc1ccc(F)cc1F)N1C(=O)OCC1Cc1ccccc1, COCN(Cc1ccccc1)C[Si](C)(C)C, ClCCl, [Na+], O=C(O)C(F)(F)F. The product is O=C1OCC(Cc2ccccc2)N1C(=O)C1CN(Cc2ccccc2)CC1c1ccc(F)cc1F. Reaction SMILES: [C:49](=[O:50])([O-:51])[OH:52].[CH2:1]([c:2]1[cH:3][cH:4][cH:5][cH:6][cH:7]1)[CH:8]1[N:9]([C:14]([CH:15]=[CH:16][c:17]2[c:18]([F:24])[cH:19][c:20]([F:23])[cH:21][cH:22]2)=[O:25])[C:10](=[O:13])[O:11][CH2:12]1.[CH3:26][O:27][CH2:28][N:29]([CH2:30][Si:31]([CH3:32])([CH3:33])[CH3:34])[CH2:35][c:36]1[cH:37][cH:38][cH:39][cH:40][cH:41]1.[Cl:54][CH2:55][Cl:56].[Na+:53].[OH:42][C:43]([C:44]([F:45])([F:46])[F:47])=[O:48]>>[CH2:1]([c:2]1[cH:3][cH:4][cH:5][cH:6][cH:7]1)[CH:8]1[N:9]([C:14]([CH:15]2[CH:16]([c:17]3[c:18]([F:24])[cH:19][c:20]([F:23])[cH:21][cH:22]3)[CH2:30][N:29]([CH2:35][c:36]3[cH:37][cH:38][cH:39][cH:40][cH:41]3)[CH2:28]2)=[O:25])[C:10](=[O:13])[O:11][CH2:12]1. Reactants: FC(C(=O)O)(F)F (trifluoroacetic acid), ClC1=C(C=CC=C1)C1=NN(C2=NC(=NC(=C21)CS(=O)(=O)N(C)C)OC2=C(C=C(C=C2)F)F)COCC[Si](C)(C)C (C-[3-(2-Chloro-phenyl)-6-(2,4-difluoro-phenoxy)-1-(2-trimethylsilanyl-ethoxymethyl)-1H-pyrazolo[3,4-d]pyrimidin-4-yl]-N,N-dimethyl-methanesulfonamide), [BH4-].[Na+] (sodium borohydride). Run in C(Cl)(Cl)Cl (chloroform). Reaction conditions: time 22 hour. Yields the product ClC1=C(C=CC=C1)C1=NNC2=NC(=NC(=C21)CS(=O)(=O)N(C)C)OC2=C(C=C(C=C2)F)F (C-[3-(2-Chloro-phenyl)-6-(2,4-difluoro-phenoxy)-1H-pyrazolo[3,4-d]pyrimidin-4-yl]-N,N-dimethyl-methanesulfonamide). Yield: 77.9%. RXN SMILES: [Cl:1][C:2]1[CH:7]=[CH:6][CH:5]=[CH:4][C:3]=1[C:8]1[C:16]2[C:11](=[N:12][C:13]([O:24][C:25]3[CH:30]=[CH:29][C:28]([F:31])=[CH:27][C:26]=3[F:32])=[N:14][C:15]=2[CH2:17][S:18]([N:21]([CH3:23])[CH3:22])(=[O:20])=[O:19])[N:10](COCC[Si](C)(C)C)[N:9]=1.FC(F)(F)C(O)=O.[BH4-].[Na+]>C(Cl)(Cl)Cl>[Cl:1][C:2]1[CH:7]=[CH:6][CH:5]=[CH:4][C:3]=1[C:8]1[C:16]2[C:11](=[N:12][C:13]([O:24][C:25]3[CH:30]=[CH:29][C:28]([F:31])=[CH:27][C:26]=3[F:32])=[N:14][C:15]=2[CH2:17][S:18]([N:21]([CH3:23])[CH3:22])(=[O:20])=[O:19])[NH:10][N:9]=1 |f:2.3|. Procedure: C-[3-(2-Chloro-phenyl)-6-(2,4-difluoro-phenoxy)-1-(2-trimethylsilanyl-ethoxymethyl)-1H-pyrazolo[3,4-d]pyrimidin-4-yl]-N,N-dimethyl-methanesulfonamide (273 mg, 0.447 mmol) was dissolved in 5 mL chloroform, and 2.5 mL of trifluoroacetic acid was added. The reaction mixture was stirred for 22 hours at room temperature, and was then concentrated to dryness under reduced pressure. The residue was dissolved in 7 mL of MeOH, and sodium borohydride (109 mg, 4.47 mmol) was added. The reaction mixture was... The reactants are CCOC(=O)C=C(C)c1ccc(Br)cc1, COCCOC, OB(O)c1ccc(Cl)cc1, Cl, [Na+], [Na+], O=C([O-])[O-]. The product is CCOC(=O)C=C(C)c1ccc(-c2ccc(Cl)cc2)cc1. RXN SMILES: [Br:1][c:2]1[cH:3][cH:4][c:5]([C:8](=[CH:9][C:10](=[O:11])[O:12][CH2:13][CH3:14])[CH3:15])[cH:6][cH:7]1.[CH3:32][O:33][CH2:34][CH2:35][O:36][CH3:37].[Cl:22][c:23]1[cH:24][cH:25][c:26]([B:29]([OH:30])[OH:31])[cH:27][cH:28]1.[ClH:38].[Na+:16].[Na+:17].[O-:18][C:19](=[O:20])[O-:21]>>[c:2]1(-[c:26]2[cH:25][cH:24][c:23]([Cl:22])[cH:28][cH:27]2)[cH:3][cH:4][c:5]([C:8](=[CH:9][C:10](=[O:11])[O:12][CH2:13][CH3:14])[CH3:15])[cH:6][cH:7]1. Reactants: BrC=1C(=C(C(=CC1)F)C(C)=O)F (1-(3-bromo-2,6-difluorophenyl)ethanone), O.NN (hydrazine monohydrate), C(CCC)O (n-butanol), O (water). Conditions: time 3 hour. Product: BrC1=C(C2=C(N(N=C2C=C1)C)C)F (5-bromo-4-fluoro-2,3-dimethyl-2H-indazole). RXN SMILES: [Br:1][C:2]1[C:3]([F:12])=[C:4]([C:9](=O)[CH3:10])[C:5](F)=[CH:6][CH:7]=1.O.[NH2:14][NH2:15].O.[CH2:17](O)CCC>>[Br:1][C:2]1[CH:7]=[CH:6][C:5]2[C:4](=[C:9]([CH3:10])[N:14]([CH3:17])[N:15]=2)[C:3]=1[F:12] |f:1.2|. Reported procedure: To a solution of 1-(3-bromo-2,6-difluorophenyl)ethanone (4.25 g) in n-butanol (50 ml) was added hydrazine monohydrate (1.06 ml) at room temperature, and the mixture was heated under reflux for 20 hr. The reaction mixture was cooled, and added to water, and the mixture was extracted with ethyl acetate. The obtained organic layer was washed with saturated aqueous sodium hydrogen carbonate solution and saturated brine, dried over anhydrous magnesium sulfate, and concentrated under reduced pressure....